This data is from the Open Reaction Database (ORD), a public repository of structured organic reaction records. The task is: describe an organic reaction: reactants, conditions, products, and yield The reactants are O=C1CCC(=O)N1Br, O=C([O-])O, ClCCl, COC(=O)c1ccc(Cn2c(C)cc(OCc3ccc(F)cc3F)cc2=O)nc1, [Na+]. The product is COC(=O)c1ccc(Cn2c(C)cc(OCc3ccc(F)cc3F)c(Br)c2=O)nc1. Reaction SMILES: [Br:30][N:31]1[C:32](=[O:33])[CH2:34][CH2:35][C:36]1=[O:37].[C:38](=[O:39])([OH:40])[O-:41].[Cl:43][CH2:44][Cl:45].[F:1][c:2]1[c:3]([CH2:4][O:5][c:6]2[cH:7][c:8](=[O:24])[n:9]([CH2:13][c:14]3[n:15][cH:16][c:17]([C:18](=[O:19])[O:20][CH3:21])[cH:22][cH:23]3)[c:10]([CH3:12])[cH:11]2)[cH:25][cH:26][c:27]([F:29])[cH:28]1.[Na+:42]>>[F:1][c:2]1[c:3]([CH2:4][O:5][c:6]2[c:7]([Br:30])[c:8](=[O:24])[n:9]([CH2:13][c:14]3[n:15][cH:16][c:17]([C:18](=[O:19])[O:20][CH3:21])[cH:22][cH:23]3)[c:10]([CH3:12])[cH:11]2)[cH:25][cH:26][c:27]([F:29])[cH:28]1. Starting materials: [BH4-], O=C(c1ccccc1Cl)N1CCC(N(Cc2ccnc3ccccc23)C(=O)C(F)(F)F)CC1Cc1ccccc1, [Na+]. Product: O=C(c1ccccc1Cl)N1CCC(NCc2ccnc3ccccc23)CC1Cc1ccccc1. As a reaction SMILES: [BH4-:41].[CH2:1]([c:2]1[cH:3][cH:4][cH:5][cH:6][cH:7]1)[CH:8]1[N:9]([C:32]([c:33]2[c:34]([Cl:39])[cH:35][cH:36][cH:37][cH:38]2)=[O:40])[CH2:10][CH2:11][CH:12]([N:14]([C:15](=[O:16])[C:17]([F:18])([F:19])[F:20])[CH2:21][c:22]2[cH:23][cH:24][n:25][c:26]3[cH:27][cH:28][cH:29][cH:30][c:31]23)[CH2:13]1.[Na+:42]>>[CH2:1]([c:2]1[cH:3][cH:4][cH:5][cH:6][cH:7]1)[CH:8]1[N:9]([C:32]([c:33]2[c:34]([Cl:39])[cH:35][cH:36][cH:37][cH:38]2)=[O:40])[CH2:10][CH2:11][CH:12]([NH:14][CH2:21][c:22]2[cH:23][cH:24][n:25][c:26]3[cH:27][cH:28][cH:29][cH:30][c:31]23)[CH2:13]1.